Dataset: the Open Reaction Database (ORD), a public repository of structured organic reaction records. Task: describe an organic reaction: reactants, conditions, products, and yield The reactants are C([C@H](O)C1=CC=CC=C1)(=O)O (D-(-)-mandelic acid), NC1CC2=CC=C(C=C2CC1)OC (2-amino-1,2,3,4-tetrahydro-6-methoxy-naphthalene). Run in CO (methanol), CO (methanol). Run at time 3 hour. The product is C(C(O)C1=CC=CC=C1)(=O)O ((-)-mandelic acid). Reaction SMILES: [C:1]([OH:11])(=[O:10])[C@@H:2]([C:4]1[CH:9]=[CH:8][CH:7]=[CH:6][CH:5]=1)[OH:3].NC1CCC2C(=CC=C(OC)C=2)C1>CO>[C:1]([OH:11])(=[O:10])[CH:2]([C:4]1[CH:9]=[CH:8][CH:7]=[CH:6][CH:5]=1)[OH:3]. Procedure: 47 of D-(-)-mandelic acid, dissolved in 650 ml of methanol, are added dropwise, whilst stirring, to a solution of 55 g of 2-amino-1,2,3,4-tetrahydro-6-methoxy-naphthalene in 650 ml of methanol. The reaction solution so obtained is left to stand for 3 hours at room temperature, the precipitated crystals filtered off, washed with ether and dried. The (-)-mandelic acid salt thus obtained, is recrystallised from hot methanol and the procedure repeated until, at any given time a test showed that the ...